This data is from the Open Reaction Database (ORD), a public repository of structured organic reaction records. The task is: describe an organic reaction: reactants, conditions, products, and yield Starting materials: [N+](=O)([O-])[O-].[K+] (KNO3), BrC1=C2NC(C(NC2=CC(=C1)F)=O)=O (5-Bromo-7-fluoro-1,4-dihydroquinoxaline-2,3-dione), ice water. The solvent is OS(=O)(=O)O (H2SO4). Reaction conditions: temperature 0 celsius, time 3 hour. Product: BrC1=C2NC(C(NC2=CC(=C1[N+](=O)[O-])F)=O)=O (5-bromo-6-nitro-7-fluoro-1,4-dihydro-2,3-quinoxalinedione). Yield: 88.8%. As a reaction SMILES: [Br:1][C:2]1[CH:11]=[C:10]([F:12])[CH:9]=[C:8]2[C:3]=1[NH:4][C:5](=[O:14])[C:6](=[O:13])[NH:7]2.[N+:15]([O-])([O-:17])=[O:16].[K+]>OS(O)(=O)=O>[Br:1][C:2]1[C:11]([N+:15]([O-:17])=[O:16])=[C:10]([F:12])[CH:9]=[C:8]2[C:3]=1[NH:4][C:5](=[O:14])[C:6](=[O:13])[NH:7]2 |f:1.2|. Procedure details: The method of Cheeseman, supra. was adapted. 5-Bromo-7-fluoro-1,4-dihydroquinoxaline-2,3-dione (77 mg, 0.30 mMol) was dissolved in concentrated H2SO4 (1 mL) at 0° C. for 30 min, and KNO3 (35 mg, 0.346 mMol, Baker) was added to this solution. The mixture was stirred at 0° C. for 3 h and then at room temperature for 30 h. The mixture was poured into ice water (10 g) and the precipitate was collected by filtration. The precipitate was dissolved in 1N NaOH (10 mL), then was acidified to pH=2 with 4N... Reactants: N1N=NN=C1 (tetrazole), [H-].[Na+] (NaH), ICCCCCCCCCCCC(=O)O (12-iodo-dodecanoic acid). Solvent: CN(C)C=O (DMF), CN(C)C=O (DMF). Reaction conditions: time 15 minute. Yields the product N1N=NN=C1CCCCCCCCCCCC(=O)O (12-(tetrazolyl)dodecanoic acid). The yield is 59.0%. Reaction SMILES: [H-].[Na+].[NH:3]1[CH:7]=[N:6][N:5]=[N:4]1.I[CH2:9][CH2:10][CH2:11][CH2:12][CH2:13][CH2:14][CH2:15][CH2:16][CH2:17][CH2:18][CH2:19][C:20]([OH:22])=[O:21]>CN(C=O)C>[NH:3]1[C:7]([CH2:9][CH2:10][CH2:11][CH2:12][CH2:13][CH2:14][CH2:15][CH2:16][CH2:17][CH2:18][CH2:19][C:20]([OH:22])=[O:21])=[N:6][N:5]=[N:4]1 |f:0.1|. Procedure: A suspension of NaH (0.045 g, 80% suspension in oil) in DMF (1 ml) was added to a solution of tetrazole 44 (0.095 g, 1.35 mmmol) in DMF (1 ml). After stirring the reactants for 15 min, a solution of 12-iodo-dodecanoic acid 45 (0.2 g, 0.6 mmol) was added. The resulting mixture was stirred at room temperature for 1 h and at 55° C. for 1.5 h and then concentrated in vacuo. The residue was treated with 1N HCl(5 ml) and extracted with EtOAc (2×10 ml). The organic layer was washed with water, dried (N... The reactants are O=C1N([C@@H]2CC[C@@H](N1C2)C(=O)N)OCC2=CC=CC=C2 (trans-7-oxo-6-(phenylmethoxy)-1,6-diazabicyclo[3.2.1]octane-2-carboxamide). Reagents/catalysts: [Pd] (Pd/C). Solvent: CO (methanol). Yields the product ON1[C@@H]2CC[C@@H](N(C1=O)C2)C(=O)N (trans-6-hydroxy-7-oxo-1,6-diazabicyclo[3.2.1]octane-2-carboxamide). Reaction SMILES: [O:1]=[C:2]1[N:8]2[CH2:9][C@@H:4]([CH2:5][CH2:6][C@@H:7]2[C:10]([NH2:12])=[O:11])[N:3]1[O:13]CC1C=CC=CC=1>[Pd].CO>[OH:13][N:3]1[C:2](=[O:1])[N:8]2[CH2:9][C@H:4]1[CH2:5][CH2:6][C@@H:7]2[C:10]([NH2:12])=[O:11]. Procedure: 1.1 g of the compound obtained in Stage A, 30 ml of methanol and 300 mg of 10% Pd/C are mixed together. Starting materials: Cc1cccc(CCCO)n1, CN(C)c1ccncc1, C(=NC1CCCCC1)=NC1CCCCC1, ClCCl, Cc1ccc(S(=O)(=O)N2CCSCC2C(=O)O)cc1. Product: Cc1ccc(S(=O)(=O)N2CCSCC2C(=O)OCCCc2cccc(C)n2)cc1. RXN SMILES: [CH3:20][c:21]1[cH:22][cH:23][cH:24][c:25]([CH2:27][CH2:28][CH2:29][OH:30])[n:26]1.[CH3:46][N:47]([c:48]1[cH:49][cH:50][n:51][cH:52][cH:53]1)[CH3:54].[CH:31]1([N:32]=[C:33]=[N:34][CH:35]2[CH2:36][CH2:37][CH2:38][CH2:39][CH2:40]2)[CH2:41][CH2:42][CH2:43][CH2:44][CH2:45]1.[Cl:55][CH2:56][Cl:57].[c:1]1([CH3:19])[cH:2][cH:3][c:4]([S:7](=[O:8])(=[O:9])[N:10]2[CH:11]([C:16](=[O:17])[OH:18])[CH2:12][S:13][CH2:14][CH2:15]2)[cH:5][cH:6]1>>[c:1]1([CH3:19])[cH:2][cH:3][c:4]([S:7](=[O:8])(=[O:9])[N:10]2[CH:11]([C:16]([O:17][CH2:29][CH2:28][CH2:27][c:25]3[cH:24][cH:23][cH:22][c:21]([CH3:20])[n:26]3)=[O:18])[CH2:12][S:13][CH2:14][CH2:15]2)[cH:5][cH:6]1. Starting materials: ClC(CSCCNC(=NC)NC#N)C(C)=O (N-[2-(2-chloro-3-oxobutylthio)]ethyl-N'-cyano-N"-methylguanidine), aqueous solution, Cl[O-].[Na+] (sodium hypochlorite), C(C)(=O)OCC (ethyl acetate). The solvent is CO (methanol). Run at time 3 hour. The product is C(#N)NC(=NC)NCCSCC(C(C)=O)(Cl)Cl (N-cyano-N'-[2-(2,2-dichloro-3-oxobutylthio)]ethyl-N"-methylguanidine). The yield is 25.0%. RXN SMILES: [Cl:1][CH:2]([C:14](=[O:16])[CH3:15])[CH2:3][S:4][CH2:5][CH2:6][NH:7][C:8]([NH:11][C:12]#[N:13])=[N:9][CH3:10].[Cl:17][O-].[Na+].C(OCC)(=O)C>CO>[C:12]([NH:11][C:8]([NH:7][CH2:6][CH2:5][S:4][CH2:3][C:2]([Cl:17])([Cl:1])[C:14](=[O:16])[CH3:15])=[N:9][CH3:10])#[N:13] |f:1.2|. Procedure: In 1 ml of methanol was dissolved 131 mg of N-[2-(2-chloro-3-oxobutylthio)]ethyl-N'-cyano-N"-methylguanidine, and 0.63 ml of an aqueous solution of sodium hypochlorite was added to the solution and reaction was carried out at room temperature for 3 hours. Then, 15 ml of ethyl acetate was added to the reaction liquid and the organic layer was recovered. The obtained organic layer was dried with anhydrous sodium sulfate and concentrated under reduced pressure. The obtained residue was refined by s... Starting materials: [BH3-]C#N, C1CCNC1, CO, O=Cc1nc(-c2ccc(C(F)(F)F)cc2)sc1COc1ccc(-c2noc(=O)[nH]2)c(F)c1, [Na+]. Yields the product O=c1[nH]c(-c2ccc(OCc3sc(-c4ccc(C(F)(F)F)cc4)nc3CN3CCCC3)cc2F)no1. Reaction SMILES: [C:38]([BH3-:39])#[N:40].[CH2:33]1[CH2:34][CH2:35][NH:36][CH2:37]1.[CH3:42][OH:43].[F:1][c:2]1[cH:3][c:4]([O:5][CH2:6][c:7]2[c:8]([CH:22]=[O:23])[n:9][c:10](-[c:12]3[cH:13][cH:14][c:15]([C:18]([F:19])([F:20])[F:21])[cH:16][cH:17]3)[s:11]2)[cH:24][cH:25][c:26]1-[c:27]1[n:28][o:29][c:30](=[O:32])[nH:31]1.[Na+:41]>>[F:1][c:2]1[cH:3][c:4]([O:5][CH2:6][c:7]2[c:8]([CH2:22][N:36]3[CH2:35][CH2:34][CH2:33][CH2:37]3)[n:9][c:10](-[c:12]3[cH:13][cH:14][c:15]([C:18]([F:19])([F:20])[F:21])[cH:16][cH:17]3)[s:11]2)[cH:24][cH:25][c:26]1-[c:27]1[n:28][o:29][c:30](=[O:32])[nH:31]1.